Dataset: the Open Reaction Database (ORD), a public repository of structured organic reaction records. Task: describe an organic reaction: reactants, conditions, products, and yield The product is CC(=O)NCC1CN(c2ccc(S(C)(=O)=O)c(F)c2)C(=O)O1. Reaction SMILES: [C:12]([CH3:13])(=[O:14])[NH:15][CH2:16][CH:17]1[CH2:18][N:19]([c:23]2[cH:24][c:25]([F:32])[c:26]([S:29](=[O:30])[CH3:31])[cH:27][cH:28]2)[C:20](=[O:22])[O:21]1.[Cl:1][c:2]1[cH:3][c:4]([C:9](=[O:6])[O:10][OH:11])[cH:5][cH:7][cH:8]1.[Cl:33][CH2:34][Cl:35]>>[O:6]=[S:29]([c:26]1[c:25]([F:32])[cH:24][c:23]([N:19]2[CH2:18][CH:17]([CH2:16][NH:15][C:12]([CH3:13])=[O:14])[O:21][C:20]2=[O:22])[cH:28][cH:27]1)(=[O:30])[CH3:31]. Starting materials: CC(=O)NCC1CN(c2ccc(S(C)=O)c(F)c2)C(=O)O1, O=C(OO)c1cccc(Cl)c1, ClCCl. Reactants: C(C)(C)(C)OC(=O)N1[C@@H]2C[C@@H]2C[C@H]1C(N[C@H](C)C1=C(C(=CC=C1)Cl)F)=O ((1R,3S,5R)-3-[(R)-1-(3-chloro-2-fluoro-phenyl)-ethylcarbamoyl]-2-aza-bicyclo[3.1.0]hexane-2-carboxylic acid tert-butyl ester), C(=O)(C(F)(F)F)O (TFA). Solvent: C(Cl)Cl (CH2Cl2). Reaction conditions: time 1 hour. Product: FC(C(=O)O)(F)F.ClC=1C(=C(C=CC1)[C@@H](C)NC(=O)[C@H]1N[C@@H]2C[C@@H]2C1)F ((1R,3S,5R)-2-Aza-bicyclo[3.1.0]hexane-3-carboxylic acid [(R)-1-(3-chloro-2-fluoro-phenyl)-ethyl]-amide trifluoroacetate). As a reaction SMILES: C(OC([N:8]1[C@H:13]([C:14](=[O:26])[NH:15][C@@H:16]([C:18]2[CH:23]=[CH:22][CH:21]=[C:20]([Cl:24])[C:19]=2[F:25])[CH3:17])[CH2:12][C@@H:11]2[C@H:9]1[CH2:10]2)=O)(C)(C)C.[C:27]([OH:33])([C:29]([F:32])([F:31])[F:30])=[O:28]>C(Cl)Cl>[F:30][C:29]([F:32])([F:31])[C:27]([OH:33])=[O:28].[Cl:24][C:20]1[C:19]([F:25])=[C:18]([C@H:16]([NH:15][C:14]([C@@H:13]2[CH2:12][C@@H:11]3[C@@H:9]([CH2:10]3)[NH:8]2)=[O:26])[CH3:17])[CH:23]=[CH:22][CH:21]=1 |f:3.4|. Procedure: To a solution of (1R,3S,5R)-3-[(R)-1-(3-chloro-2-fluoro-phenyl)-ethylcarbamoyl]-2-aza-bicyclo[3.1.0]hexane-2-carboxylic acid tert-butyl ester (3.2 g, 8.36 mmol) in CH2Cl2 (30 mL) was added TFA (15 mL, 195 mmol) and the solution was stirred at RT for 1 h. The crude reaction mixture was concentrated under vacuum, the residue was suspended in MeOH and concentrated again under vacuum. The crude product was used without further purification in the next step. MS (LC/MS): 283.0 [M+H]+; tR (HPLC conditi...